Dataset: the Open Reaction Database (ORD), a public repository of structured organic reaction records. Task: describe an organic reaction: reactants, conditions, products, and yield Starting materials: CSCCO (2-(methylthio)ethanol), C[Si](C)(C)[N-][Si](C)(C)C.[Li+] (lithium bis(trimethylsilyl)amide), C1(CC1)NC(=O)C1=C(C=2C(=NC(=C(C2C)Cl)S(=O)C)S1)N (3-amino-5-chloro-6-methanesulfinyl-4-methyl-thieno[2,3-b]pyridine-2-carboxylic acid cyclopropylamide). The solvent is C1CCOC1 (THF). Conditions: temperature 80 celsius, time 15 minute. Product: C1(CC1)NC(=O)C1=C(C=2C(=NC(=C(C2C)Cl)OCCSC)S1)N (3-Amino-5-chloro-4-methyl-6-(2-methylsulfanyl-ethoxy)-thieno[2,3-b]pyridine-2-carboxylic acid cyclopropylamide). Isolated yield 54.6%. RXN SMILES: [CH3:1][S:2][CH2:3][CH2:4][OH:5].C[Si]([N-][Si](C)(C)C)(C)C.[Li+].[CH:16]1([NH:19][C:20]([C:22]2[S:35][C:25]3=[N:26][C:27](S(C)=O)=[C:28]([Cl:31])[C:29]([CH3:30])=[C:24]3[C:23]=2[NH2:36])=[O:21])[CH2:18][CH2:17]1>C1COCC1>[CH:16]1([NH:19][C:20]([C:22]2[S:35][C:25]3=[N:26][C:27]([O:5][CH2:4][CH2:3][S:2][CH3:1])=[C:28]([Cl:31])[C:29]([CH3:30])=[C:24]3[C:23]=2[NH2:36])=[O:21])[CH2:18][CH2:17]1 |f:1.2|. Reported procedure: To a solution of 2-(methylthio)ethanol (1.060 g, 11.50 mmol) in THF (3 ml) at room temperature is added dropwise a solution of lithium bis(trimethylsilyl)amide (1.0M in hexanes)(3.50 ml, 3.50 mmol). The reaction mixture is stirred for 15 minutes and then is treated with 3-amino-5-chloro-6-methanesulfinyl-4-methyl-thieno[2,3-b]pyridine-2-carboxylic acid cyclopropylamide (0.345 g, 1.00 mmol). The reaction mixture is heated at 80° C. in a sealed tube for 1.5 hours, cooled to room temperature, and t... Reactants: ClC1=C(C=C(C#N)C=C1C)C(=O)C=1NC(NC(C1C(C)C)=O)=O (4-Chloro-3-(5-isopropyl-2,6-dioxo-1,2,3,6-tetrahydro-pyrimidine-4-carbonyl)-5-methyl-benzonitrile), C([O-])([O-])=O.[K+].[K+] (potassium carbonate), ICC (iodoethane). The solvent is CN(C)C=O (DMF). Conditions: time 8 hour. The product is ClC1=C(C=C(C#N)C=C1C)C(=O)C=1N(C(NC(C1C(C)C)=O)=O)CC (4-Chloro-3-(3-ethyl-5-isopropyl-2,6-dioxo-1,2,3,6-tetrahydro-pyrimidine-4-carbonyl)-5-methyl-benzonitrile). RXN SMILES: [Cl:1][C:2]1[C:9]([CH3:10])=[CH:8][C:5]([C:6]#[N:7])=[CH:4][C:3]=1[C:11]([C:13]1[NH:14][C:15](=[O:23])[NH:16][C:17](=[O:22])[C:18]=1[CH:19]([CH3:21])[CH3:20])=[O:12].C(=O)([O-])[O-].[K+].[K+].I[CH2:31][CH3:32]>CN(C=O)C>[Cl:1][C:2]1[C:9]([CH3:10])=[CH:8][C:5]([C:6]#[N:7])=[CH:4][C:3]=1[C:11]([C:13]1[N:14]([CH2:31][CH3:32])[C:15](=[O:23])[NH:16][C:17](=[O:22])[C:18]=1[CH:19]([CH3:20])[CH3:21])=[O:12] |f:1.2.3|. Procedure: To a mixture of Compound 98 (0.067 g, 0.202 mmol) and potassium carbonate (0.0279 g, 0.202 mmol) in DMF (1.0 mL) was added iodoethane (14 μL, 0.168 mmol) and reaction mixture was stirred overnight at room temperature. The reaction mixture was quenched with saturated ammonium chloride solution and extracted with ethyl acetate, dried (MgSO4) and concentrated. The resulting residue was purified by reverse phase HPLC (Phenomenex Synergi® column, 5 to 100% acetonitrile/H2O) to give a white powder aft... The reactants are FC=1C=C2C(C(=CN(C2=CC1F)C1=C(C(=C(C=C1)F)F)F)C(=O)O)=O (6,7-difluoro-1,4-dihydro-4-oxo-1-(2,3,4-trifluorophenyl)-quinoline-3-carboxylic acid), [N+](=O)([O-])[O-].[K+] (Potassium nitrate), ice water. The solvent is S(O)(O)(=O)=O (sulfuric acid). Conditions: temperature 100 celsius, time 3 day. Product: FC=1C=C2C(C(=CN(C2=CC1F)C1=C(C(=C(C(=C1)[N+](=O)[O-])F)F)F)C(=O)O)=O (6,7-difluoro-1,4-dihydro-4-oxo-1-(2,3,4-trifluoro-5-nitrophenyl)-quinoline-3-carboxylic acid). The yield is 74.9%. Reaction SMILES: [F:1][C:2]1[CH:3]=[C:4]2[C:9](=[CH:10][C:11]=1[F:12])[N:8]([C:13]1[CH:18]=[CH:17][C:16]([F:19])=[C:15]([F:20])[C:14]=1[F:21])[CH:7]=[C:6]([C:22]([OH:24])=[O:23])[C:5]2=[O:25].[N+:26]([O-])([O-:28])=[O:27].[K+]>S(=O)(=O)(O)O>[F:1][C:2]1[CH:3]=[C:4]2[C:9](=[CH:10][C:11]=1[F:12])[N:8]([C:13]1[CH:18]=[C:17]([N+:26]([O-:28])=[O:27])[C:16]([F:19])=[C:15]([F:20])[C:14]=1[F:21])[CH:7]=[C:6]([C:22]([OH:24])=[O:23])[C:5]2=[O:25] |f:1.2|. Procedure details: To 10 ml of conc. sulfuric acid was added 830 mg of 6,7-difluoro-1,4-dihydro-4-oxo-1-(2,3,4-trifluorophenyl)-quinoline-3-carboxylic acid. Potassium nitrate (710 mg) was added in portions to the solution, which was stirred at 100° C. for 3 days. The reaction solution was allowed to cool, poured into ice water, and stirred overnight. The precipitated solid was collected by filtration, washed with water, ethanol and diethyl ether to give 700 mg of the title compound.